From a dataset of the Open Reaction Database (ORD), a public repository of structured organic reaction records. describe an organic reaction: reactants, conditions, products, and yield The reactants are COC(=O)CCCN(CC(C)C)c1ncc(Br)cc1C=O, C[O-], COC(=O)OC, CO, [Na+], O. Yields the product COC(=O)C1=Cc2cc(Br)cnc2N(CC(C)C)CC1. As a reaction SMILES: [Br:1][c:2]1[cH:3][c:4]([CH:20]=[O:21])[c:5]([N:8]([CH2:9][CH2:10][CH2:11][C:12](=[O:13])[O:14][CH3:15])[CH2:16][CH:17]([CH3:18])[CH3:19])[n:6][cH:7]1.[CH3:22][O-:23].[CH3:26][O:27][C:28]([O:29][CH3:30])=[O:31].[CH3:32][OH:33].[Na+:24].[OH2:25]>>[Br:1][c:2]1[cH:3][c:4]2[c:5]([n:6][cH:7]1)[N:8]([CH2:16][CH:17]([CH3:18])[CH3:19])[CH2:9][CH2:10][C:11]([C:12](=[O:13])[O:14][CH3:15])=[CH:20]2. Starting materials: O=C(Cl)c1ccc([N+](=O)[O-])cc1, CN1CCC(C(=O)c2cccc(N)c2)CC1, C1CCOC1. The product is CN1CCC(C(=O)c2cccc(NC(=O)c3ccc([N+](=O)[O-])cc3)c2)CC1. Reaction SMILES: [N+:17](=[O:18])([O-:19])[c:20]1[cH:21][cH:22][c:23]([C:24](=[O:25])[Cl:26])[cH:27][cH:28]1.[NH2:1][c:2]1[cH:3][c:4]([C:5](=[O:6])[CH:7]2[CH2:8][CH2:9][N:10]([CH3:13])[CH2:11][CH2:12]2)[cH:14][cH:15][cH:16]1.[O:29]1[CH2:30][CH2:31][CH2:32][CH2:33]1>>[NH:1]([c:2]1[cH:3][c:4]([C:5](=[O:6])[CH:7]2[CH2:8][CH2:9][N:10]([CH3:13])[CH2:11][CH2:12]2)[cH:14][cH:15][cH:16]1)[C:24]([c:23]1[cH:22][cH:21][c:20]([N+:17](=[O:18])[O-:19])[cH:28][cH:27]1)=[O:25]. Starting materials: C(C)(=O)N1C(CN(C(C1)=O)C(CCCCCCCC)=O)=O (1-Acetyl-4-nonanoyl-2,5-piperazinedione), C(C)C(C(=O)Cl)CCCC (2-ethylhexanoyl chloride). The product is C(C)(=O)N1C(CN(C(C1)=O)C(C(CCCC)CC)=O)=O (1-Acetyl-4-(2-ethylhexanoyl)-2,5-piperazinedione). As a reaction SMILES: [C:1]([N:4]1[CH2:9][C:8](=[O:10])[N:7]([C:11](=[O:20])[CH2:12][CH2:13][CH2:14][CH2:15][CH2:16]CCC)[CH2:6][C:5]1=[O:21])(=[O:3])[CH3:2].[CH2:22](C(CCCC)C(Cl)=O)[CH3:23]>>[C:1]([N:4]1[CH2:9][C:8](=[O:10])[N:7]([C:11](=[O:20])[CH:12]([CH2:22][CH3:23])[CH2:13][CH2:14][CH2:15][CH3:16])[CH2:6][C:5]1=[O:21])(=[O:3])[CH3:2]. Procedure details: ##STR25## Synthesized as for 1-Acetyl-4-nonanoyl-2,5-piperazinedione in EXAMPLE I using 2-ethylhexanoyl chloride in place of nonanoyl chloride.